This data is from the Open Reaction Database (ORD), a public repository of structured organic reaction records. The task is: describe an organic reaction: reactants, conditions, products, and yield Reactants: N1(CCCC1)C1=CN=CC(=N1)C(=O)O (6-(1-pyrrolidinyl) pyrazine-2-carboxylic acid), NC1=NN=NN1 (5-amino-1H-tetrazole). Solvent: O1CCCC1 (tetrahydrofuran), C(C)N(CC)CC (triethylamine), C(C(C)(C)C)(=O)Cl (pivaloyl chloride). The product is N1(CCCC1)C1=CN=CC(=N1)C(=O)NC1=NN=NN1 (6-(1-Pyrrolidinyl)-N-(1H-5-tetrazolyl)pyrazine-2-carboxamide). RXN SMILES: [N:1]1([C:6]2[N:11]=[C:10]([C:12]([OH:14])=O)[CH:9]=[N:8][CH:7]=2)[CH2:5][CH2:4][CH2:3][CH2:2]1.[NH2:15][C:16]1[NH:20][N:19]=[N:18][N:17]=1>O1CCCC1.C(N(CC)CC)C.C(Cl)(=O)C(C)(C)C>[N:1]1([C:6]2[N:11]=[C:10]([C:12]([NH:15][C:16]3[NH:20][N:19]=[N:18][N:17]=3)=[O:14])[CH:9]=[N:8][CH:7]=2)[CH2:2][CH2:3][CH2:4][CH2:5]1. Reported procedure: To a suspension of 2.90 g of 6-(1-pyrrolidinyl) pyrazine-2-carboxylic acid in 45 ml of tetrahydrofuran, 2.30 ml of triethylamine and 2.00 ml of pivaloyl chloride were added dropwise successively at 0 ° C. under stirring. After stirring for 1 hour at 0 ° C., 1.40 g of 5-amino-1H-tetrazole was added to the mixture, and the reaction mixture was stirred for 1 hour at room temperature, and then refluxed for 12 hours, The reaction mixture was evaporated, and water was added to the residue. The precipi... Starting materials: NC1=CC=C(C(=O)O)C=C1 (p-aminobenzoic acid), C(C)(C)(C)C=1C=C(C(=O)Cl)C=C(C1O)C(C)(C)C (3,5-di-t-butyl-4-hydroxybenzoyl chloride). The solvent is COCCOC (1,2-dimethoxyethane), COCCOC (1,2-dimethoxyethane). Run at time 16 hour. Yields the product C(=O)(O)C1=CC=C(C=C1)NC(C1=CC(=C(C(=C1)C(C)(C)C)O)C(C)(C)C)=O (N-(4-Carboxyphenyl)-3,5-Di-t-Butyl-4-Hydroxybenzamide). Yield: 32.7%. Reaction SMILES: [NH2:1][C:2]1[CH:10]=[CH:9][C:5]([C:6]([OH:8])=[O:7])=[CH:4][CH:3]=1.[C:11]([C:15]1[CH:16]=[C:17]([CH:21]=[C:22]([C:25]([CH3:28])([CH3:27])[CH3:26])[C:23]=1[OH:24])[C:18](Cl)=[O:19])([CH3:14])([CH3:13])[CH3:12]>COCCOC>[C:6]([C:5]1[CH:9]=[CH:10][C:2]([NH:1][C:18](=[O:19])[C:17]2[CH:21]=[C:22]([C:25]([CH3:26])([CH3:27])[CH3:28])[C:23]([OH:24])=[C:15]([C:11]([CH3:14])([CH3:13])[CH3:12])[CH:16]=2)=[CH:3][CH:4]=1)([OH:8])=[O:7]. Procedure: A solution of 8.6g (0.063 mole) of p-aminobenzoic acid in 100 ml of 1,2-dimethoxyethane was added to a suspension of 8.0g (0.0298 mole) of 3,5-di-t-butyl-4-hydroxybenzoyl chloride in 100 ml of 1,2-dimethoxyethane, and the mixture was stirred at room temperature for 16 hours. The reaction mixture was then filtered. The filtrate was thereafter diluted with 200 ml of water and chilled. The resulting precipitate was collected, and was then recrystallized from a mixture of ethanol and water to give 3... Starting materials: Brc1cnc2[nH]ccc2c1, C1CCOC1, CS(=O)(=O)Cl, [H-], [Na+], O. The product is CS(=O)(=O)n1ccc2cc(Br)cnc21. As a reaction SMILES: [Br:1][c:2]1[cH:3][c:4]2[c:5]([n:6][cH:7]1)[nH:8][cH:9][cH:10]2.[CH2:19]1[O:20][CH2:21][CH2:22][CH2:23]1.[CH3:13][S:14]([Cl:15])(=[O:16])=[O:17].[H-:12].[Na+:11].[OH2:18]>>[Br:1][c:2]1[cH:3][c:4]2[c:5]([n:6][cH:7]1)[n:8]([S:14]([CH3:13])(=[O:16])=[O:17])[cH:9][cH:10]2. Starting materials: C(C)(=O)NNC(C1=CC=CC=C1)=O (1-acetyl-2-benzoylhydrazine), TEA, C10H13N3O2, benzoylhydrazide, N(C)(C)C(=O)Cl ((CH3)2NCOCl). Product: C(C1=CC=CC=C1)(=O)NNC(N(C)C)=O (1-Benzoyl-2-(N,N-dimethylcarbamyl)hydrazine). Reaction SMILES: [C:1]([NH:4][NH:5][C:6](=[O:13])[C:7]1[CH:12]=[CH:11][CH:10]=[CH:9][CH:8]=1)(=[O:3])C.[N:14](C(Cl)=O)([CH3:16])[CH3:15]>>[C:6]([NH:5][NH:4][C:1](=[O:3])[N:14]([CH3:16])[CH3:15])(=[O:13])[C:7]1[CH:12]=[CH:11][CH:10]=[CH:9][CH:8]=1. Reported procedure: Synthesis and isolation were same as 1-acetyl-2-benzoylhydrazine, using 1.5 g (11.2 mmol) of benzoylhydrazide, 1.2 g (11.2 mmol) of (CH3)2NCOCl and 1.11 g of TEA. Yield was 0.9 g (39%). 1H NMR (200 MHz, d6-DMSO) δ 2.90 (s, 6H), 7.50 (m, 3H), 7.90 (d, 3H), 8.45 (s, 1H), 10.05 (s, 1H); MS (EI, m/e, relative intensity %) calcd for C10H13N3O2 207, found 207 (M, 13.2); mp 199-201° C.